This data is from the Open Reaction Database (ORD), a public repository of structured organic reaction records. The task is: describe an organic reaction: reactants, conditions, products, and yield The reactants are Cc1cc(Br)cnc1Cl, [Li]CCCC, C1CCOC1, CC(C)(C)OC(=O)N1CC2CC(=O)CC2C1. Product: Cc1cc(C2(O)CC3CN(C(=O)OC(C)(C)C)CC3C2)cnc1Cl. RXN SMILES: [Br:6][c:7]1[cH:8][c:9]([CH3:14])[c:10]([Cl:13])[n:11][cH:12]1.[CH2:1]([Li:2])[CH2:3][CH2:4][CH3:5].[CH2:31]1[O:32][CH2:33][CH2:34][CH2:35]1.[O:15]=[C:16]1[CH2:17][CH:18]2[CH:19]([CH2:20][N:21]([C:23](=[O:24])[O:25][C:26]([CH3:27])([CH3:28])[CH3:29])[CH2:22]2)[CH2:30]1>>[c:7]1([C:16]2([OH:15])[CH2:17][CH:18]3[CH:19]([CH2:20][N:21]([C:23](=[O:24])[O:25][C:26]([CH3:27])([CH3:28])[CH3:29])[CH2:22]3)[CH2:30]2)[cH:8][c:9]([CH3:14])[c:10]([Cl:13])[n:11][cH:12]1. The reactants are ClC=1C2=C(N=CN1)N(C=C2I)COC(CCO)O (4-chloro-5-iodo-7-[(1,3-dihydroxypropoxy)methyl]pyrrolo[2,3-d]pyrimidine), NC=1C2=C(N=CN1)N(C=C2Cl)COC(CCO)O (4-Amino-5-chloro-7-[(1,3-dihydroxypropoxy)methyl]pyrrolo[2,3-d]pyrimidine). Yields the product NC=1C2=C(N=CN1)N(C=C2I)COC(CCO)O (4-Amino-5-iodo-7-[(1,3-dihydroxypropoxy)methyl]pyrrolo[2,3-d]-pyrimidine). RXN SMILES: Cl[C:2]1[C:3]2[C:10]([I:11])=[CH:9][N:8]([CH2:12][O:13][CH:14]([OH:18])[CH2:15][CH2:16][OH:17])[C:4]=2[N:5]=[CH:6][N:7]=1.[NH2:19]C1C2C(Cl)=CN(COC(O)CCO)C=2N=CN=1>>[NH2:19][C:2]1[C:3]2[C:10]([I:11])=[CH:9][N:8]([CH2:12][O:13][CH:14]([OH:18])[CH2:15][CH2:16][OH:17])[C:4]=2[N:5]=[CH:6][N:7]=1. Reported procedure: Compound 22c was prepared from 4-chloro-5-iodo-7-[(1,3-dihydroxypropoxy)methyl]pyrrolo[2,3-d]pyrimidine by the method described for 22a to yield 0.20 g (51%). mp=177°-177.5° C. 1H NMR (DMSO-d6): δ3.22-3.52 (m, 5); 4.58 (t, 2, exchanges with D2O, OH); 5.57 (s, 2, C-1'); 6.66 (bs, 2, exchanges with D2O, NH2); 7.55 (s, 1, C-6); 8.11 (s, 1, C-2). Anal. for C10H13N4O3I. (C,H,N). The solvent is N1=CC=CC=C1 (pyridine). RXN SMILES: [N:1]1[CH:6]=[CH:5][CH:4]=[C:3]([CH2:7][CH2:8][CH2:9][CH2:10][NH:11][C:12]2[C:20]3[CH:21]=[CH:22][CH:23]=[C:18]4[C:19]=3[C:14](=[CH:15][CH:16]=[CH:17]4)[N:13]=2)[CH:2]=1.[F:24][C:25]([F:36])([F:35])[C:26]1[CH:27]=[C:28]([CH:32]=[CH:33][CH:34]=1)[C:29](Cl)=[O:30]>N1C=CC=CC=1>[N:13]1[C:14]2[C:19]3[C:18](=[CH:23][CH:22]=[CH:21][C:20]=3[C:12]=1[N:11]([CH2:10][CH2:9][CH2:8][CH2:7][C:3]1[CH:2]=[N:1][CH:6]=[CH:5][CH:4]=1)[C:29](=[O:30])[C:28]1[CH:32]=[CH:33][CH:34]=[C:26]([C:25]([F:24])([F:35])[F:36])[CH:27]=1)[CH:17]=[CH:16][CH:15]=2. The product is N1=C(C2=C3C(C=CC=C13)=CC=C2)N(C(C2=CC(=CC=C2)C(F)(F)F)=O)CCCCC=2C=NC=CC2 (N-Benz(cd)indol-2-yl-N-(4-(3-pyridinyl)butyl)-3-trifluoromethylbenzamide). Procedure: A solution of 5.0 grams of N-(4-(3-pyridinyl)butyl)benz(cd)indol-2-amine in 50 ml of pyridine was stirred as 2.5 ml of 3-trifluoromethylbenzoyl chloride was slowly added. The reaction mixture was stirred at room temperature for 18 hours, and drowned onto 500 ml of ice. The precipitate was collected, washed with water and dried. Recrystallization from chloroform-hexane gave 3.95 grams of the title product, mp 122° C.-123° C. Conditions: time 18 hour. Reactants: N1=CC(=CC=C1)CCCCNC1=NC2=CC=CC=3C2=C1C=CC3 (N-(4-(3-pyridinyl)butyl)benz(cd)indol-2-amine), FC(C=1C=C(C(=O)Cl)C=CC1)(F)F (3-trifluoromethylbenzoyl chloride), ice. Reactants: C, [H][H], C1COCCO1, [Pd], CC(C)CC1C(=O)NC(Cc2ccccc2)(C(=O)Nc2nc3ccccc3s2)C(=O)N1OCc1ccccc1. Yields the product CC(C)CC1C(=O)NC(Cc2ccccc2)(C(=O)Nc2nc3ccccc3s2)C(=O)N1O. Reaction SMILES: [C:48].[H:40][H:41].[O:42]1[CH2:43][CH2:44][O:45][CH2:46][CH2:47]1.[Pd:49].[s:1]1[c:2]([NH:10][C:11](=[O:12])[C:13]2([CH2:33][c:34]3[cH:35][cH:36][cH:37][cH:38][cH:39]3)[C:14](=[O:32])[N:15]([O:24][CH2:25][c:26]3[cH:27][cH:28][cH:29][cH:30][cH:31]3)[CH:16]([CH2:20][CH:21]([CH3:22])[CH3:23])[C:17](=[O:19])[NH:18]2)[n:3][c:4]2[c:5]1[cH:6][cH:7][cH:8][cH:9]2>>[s:1]1[c:2]([NH:10][C:11](=[O:12])[C:13]2([CH2:33][c:34]3[cH:35][cH:36][cH:37][cH:38][cH:39]3)[C:14](=[O:32])[N:15]([OH:24])[CH:16]([CH2:20][CH:21]([CH3:22])[CH3:23])[C:17](=[O:19])[NH:18]2)[n:3][c:4]2[c:5]1[cH:6][cH:7][cH:8][cH:9]2.